From a dataset of the Open Reaction Database (ORD), a public repository of structured organic reaction records. describe an organic reaction: reactants, conditions, products, and yield The reactants are O1C(=CC=C1)C1=CC=C(C(N1)=O)C#N (6-(2-furyl)-2-oxo-1,2-dihydro-3-pyridinecarbonitrile), ClCC(=O)N (2-chloroacetamide), [I-].[Na+] (sodium iodide), C([O-])([O-])=O.[K+].[K+] (potassium carbonate). Run in CC(=O)C (acetone), C(C)(=O)OCC (ethyl acetate), O (water). Reaction conditions: temperature 60 celsius, time 6 hour. Product: C(#N)C=1C(=NC(=CC1)C=1OC=CC1)OCC(=O)N (2-[[3-Cyano-6-(2-furyl)-2-pyridyl]oxy]acetamide). Isolated yield 53.5%. Reaction SMILES: [O:1]1[CH:5]=[CH:4][CH:3]=[C:2]1[C:6]1[NH:11][C:10](=[O:12])[C:9]([C:13]#[N:14])=[CH:8][CH:7]=1.Cl[CH2:16][C:17]([NH2:19])=[O:18].[I-].[Na+].C(=O)([O-])[O-].[K+].[K+]>CC(C)=O.C(OCC)(=O)C.O>[C:13]([C:9]1[C:10]([O:12][CH2:16][C:17]([NH2:19])=[O:18])=[N:11][C:6]([C:2]2[O:1][CH:5]=[CH:4][CH:3]=2)=[CH:7][CH:8]=1)#[N:14] |f:2.3,4.5.6|. Procedure details: A suspension of 6-(2-furyl)-2-oxo-1,2-dihydro-3-pyridinecarbonitrile (6.0 g, 32.3 mmol), 2-chloroacetamide (3.0 g, 37.7 mmol), sodium iodide (5.7 g, 38.0 mmol) and potassium carbonate (9.0 g, 56.2 mmol) in acetone (100 ml) was stirred at 60° C. for 6 hours. After cooling as it was, the reaction solution was diluted with ethyl acetate and water. The organic layer was washed with an aqueous saturated solution of sodium bicarbonate (×2) and an aqueous saturated solution of ammonium chloride, dried ... The reactants are O=C([O-])[O-], Cc1coc(NC(=O)C(C)C)n1, CN(C)C=O, Clc1cccc(CBr)c1, [K+], [K+], O. Yields the product Cc1coc(N(Cc2cccc(Cl)c2)C(=O)C(C)C)n1. RXN SMILES: [C:13](=[O:14])([O-:15])[O-:16].[C:1]([CH:2]([CH3:3])[CH3:4])(=[O:5])[NH:6][c:7]1[o:8][cH:9][c:10]([CH3:12])[n:11]1.[CH3:29][N:30]([CH3:31])[CH:32]=[O:33].[Cl:19][c:20]1[cH:21][c:22]([CH2:23][Br:24])[cH:25][cH:26][cH:27]1.[K+:17].[K+:18].[OH2:28]>>[C:1]([CH:2]([CH3:3])[CH3:4])(=[O:5])[N:6]([c:7]1[o:8][cH:9][c:10]([CH3:12])[n:11]1)[CH2:23][c:22]1[cH:21][c:20]([Cl:19])[cH:27][cH:26][cH:25]1. The reactants are CCO, Cl, Cl, CC(C)Sc1cc(-c2ccc(CCNCC(O)c3ccccc3)cc2)ccc1C(=O)O. Yields the product Cl, CCOC(=O)c1ccc(-c2ccc(CCNCC(O)c3ccccc3)cc2)cc1SC(C)C. As a reaction SMILES: [CH2:33]([CH3:34])[OH:35].[ClH:1].[ClH:36].[OH:2][CH:3]([CH2:4][NH:5][CH2:6][CH2:7][c:8]1[cH:9][cH:10][c:11](-[c:14]2[cH:15][c:16]([S:23][CH:24]([CH3:25])[CH3:26])[c:17]([C:20](=[O:21])[OH:22])[cH:18][cH:19]2)[cH:12][cH:13]1)[c:27]1[cH:28][cH:29][cH:30][cH:31][cH:32]1>>[ClH:1].[OH:2][CH:3]([CH2:4][NH:5][CH2:6][CH2:7][c:8]1[cH:9][cH:10][c:11](-[c:14]2[cH:15][c:16]([S:23][CH:24]([CH3:25])[CH3:26])[c:17]([C:20](=[O:21])[O:22][CH2:33][CH3:34])[cH:18][cH:19]2)[cH:12][cH:13]1)[c:27]1[cH:28][cH:29][cH:30][cH:31][cH:32]1. Reactants: C(C)OC(C(C1=C(C=CC=C1)[N+](=O)[O-])(F)F)=O (2,2-difluoro-2-(2-nitrophenyl)acetic acid ethyl ester), C(C)OC(C(C1=C(C=CC=C1)[N+](=O)[O-])(F)F)=O (2,2-difluoro-2-(2-nitrophenyl)acetic acid ethyl ester), Cl (HCl). Solvent: [OH-].[Na+] (NaOH). Run at time 19 hour. Yields the product FC(C(=O)O)(C1=C(C=CC=C1)[N+](=O)[O-])F (2,2-difluoro-2-(2-nitrophenyl)acetic acid). RXN SMILES: C([O:3][C:4](=[O:17])[C:5]([F:16])([F:15])[C:6]1[CH:11]=[CH:10][CH:9]=[CH:8][C:7]=1[N+:12]([O-:14])=[O:13])C.Cl>[OH-].[Na+]>[F:15][C:5]([F:16])([C:6]1[CH:11]=[CH:10][CH:9]=[CH:8][C:7]=1[N+:12]([O-:14])=[O:13])[C:4]([OH:17])=[O:3] |f:2.3|. Procedure: According to the above-described scheme, 2,2-difluoro-2-(2-nitrophenyl)acetic acid ethyl ester (Compound 2c; 1.01 g, 4.1 mmol) and 1N NaOH solution (10 mL) were put into an eggplant flask, and the mixture was stirred at room temperature for 19 hours. After the reaction, the reaction mixture was neutralized with 5% HCl solution, extracted with ethyl acetate and washed with water, and an organic layer was dried with anhydrous sodium sulfate. Ethyl acetate was distilled away under reduced pressure,... Starting materials: CCO, CCOC(=O)c1c2n(c3cc(Cl)c(F)cc3c1=O)CCS2, [Na+], [OH-], O. Yields the product O=C(O)c1c2n(c3cc(Cl)c(F)cc3c1=O)CCS2. Reaction SMILES: [CH3:22][CH2:23][OH:24].[Cl:1][c:2]1[c:3]([F:21])[cH:4][c:5]2[c:6](=[O:20])[c:7]([C:15](=[O:16])[O:17][CH2:18][CH3:19])[c:8]3[n:9]([c:10]2[cH:11]1)[CH2:12][CH2:13][S:14]3.[Na+:26].[OH-:25].[OH2:27]>>[Cl:1][c:2]1[c:3]([F:21])[cH:4][c:5]2[c:6](=[O:20])[c:7]([C:15](=[O:16])[OH:17])[c:8]3[n:9]([c:10]2[cH:11]1)[CH2:12][CH2:13][S:14]3.